From a dataset of the Open Reaction Database (ORD), a public repository of structured organic reaction records. describe an organic reaction: reactants, conditions, products, and yield The reactants are ClCC(=O)NC1(CC(OC(C1)C)C)C (2-chloro-N-(2,4,6-trimethyltetrahydro-2H-pyran-4-yl) acetamide), NC(=S)N (thiourea). Solvent: C(C)O.C(C)(=O)O (ethanol acetic acid). Product: CC1OC(CC(C1)(C)N)C ((2,4,6-Trimethyltetrahydro-2H-pyran-4-yl)amine). As a reaction SMILES: ClCC([NH:5][C:6]1([CH3:14])[CH2:11][CH:10]([CH3:12])[O:9][CH:8]([CH3:13])[CH2:7]1)=O.NC(N)=S>C(O)C.C(O)(=O)C>[CH3:13][CH:8]1[CH2:7][C:6]([NH2:5])([CH3:14])[CH2:11][CH:10]([CH3:12])[O:9]1 |f:2.3|. Reported procedure: To a solution of 2-chloro-N-(2,4,6-trimethyltetrahydro-2H-pyran-4-yl) acetamide obtained in Example 9-3 (1.85 g) in ethanol/acetic acid (5/1, 15 mL), was added thiourea (705 mg) at room temperature. The reaction mixture was heated at reflux for 2 hrs. The reactants are 48c, FC1=CC=C(C=C1)N1N=CC2=C1C=C1CCN(C[C@]1(C2)C(=O)Cl)S(=O)(=O)C=2C=NC(=CC2)N2CCOCC2 ((R)-1-(4-fluorophenyl)-6-(6-morpholin-4-yl-pyridine-3-sulfonyl]-1,4,5,6,7,8-hexahydro-1,2,6-triaza-cyclopenta[b]naphthalene-4a-carbonyl chloride), O1C(CCCC1)OC1CC(C1)CO ([3-(tetrahydro-pyran-2-yloxy)-cyclobutyl]-methanol). The product is O1C(CCCC1)OC1CC(C1)COC(=O)[C@@]12CC3=C(C=C2CCN(C1)S(=O)(=O)C=1C=NC(=CC1)N1CCOCC1)N(N=C3)C3=CC=C(C=C3)F ((R)-1-(4-Fluorophenyl)-6-(6-morpholin-4-yl-pyridine-3-sulfonyl]-1,4,5,6,7,8-hexahydro-1,2,6-triaza-cyclopenta[b]naphthalene-4a-carboxylic acid 3-(tetrahydropyran-2yloxy)-cyclobutylmethyl ester). Reaction SMILES: [F:1][C:2]1[CH:7]=[CH:6][C:5]([N:8]2[C:12]3[CH:13]=[C:14]4[C@:19]([C:21](Cl)=[O:22])([CH2:20][C:11]=3[CH:10]=[N:9]2)[CH2:18][N:17]([S:24]([C:27]2[CH:28]=[N:29][C:30]([N:33]3[CH2:38][CH2:37][O:36][CH2:35][CH2:34]3)=[CH:31][CH:32]=2)(=[O:26])=[O:25])[CH2:16][CH2:15]4)=[CH:4][CH:3]=1.[O:39]1[CH2:44][CH2:43][CH2:42][CH2:41][CH:40]1[O:45][CH:46]1[CH2:49][CH:48]([CH2:50][OH:51])[CH2:47]1>>[O:39]1[CH2:44][CH2:43][CH2:42][CH2:41][CH:40]1[O:45][CH:46]1[CH2:47][CH:48]([CH2:50][O:51][C:21]([C@@:19]23[CH2:18][N:17]([S:24]([C:27]4[CH:28]=[N:29][C:30]([N:33]5[CH2:38][CH2:37][O:36][CH2:35][CH2:34]5)=[CH:31][CH:32]=4)(=[O:26])=[O:25])[CH2:16][CH2:15][C:14]2=[CH:13][C:12]2[N:8]([C:5]4[CH:6]=[CH:7][C:2]([F:1])=[CH:3][CH:4]=4)[N:9]=[CH:10][C:11]=2[CH2:20]3)=[O:22])[CH2:49]1. Procedure details: The title compound was prepared by the method of Preparation 48c using (R)-1-(4-fluorophenyl)-6-(6-morpholin-4-yl-pyridine-3-sulfonyl]-1,4,5,6,7,8-hexahydro-1,2,6-triaza-cyclopenta[b]naphthalene-4a-carbonyl chloride and [3-(tetrahydro-pyran-2-yloxy)-cyclobutyl]-methanol. LCMS (Method G): 624.1 (M+H)+, Retention time 4.06 minutes. The reactants are O=C([O-])O, Cc1cnc(CSc2nc3ccccc3[nH]2)c(C)c1OCC1COC(C)(C)OC1, Cc1ccccc1, CCCC[O-], CCCC[O-], CCCC[O-], CCCC[O-], CCN(C(C)C)C(C)C, [Hf+4], [Na+], [Na+], [Na+], [O-]O, O=S([O-])([O-])=S, CC(C)c1ccccc1. Yields the product Cc1cnc(CS(=O)c2nc3ccccc3[nH]2)c(C)c1OCC1COC(C)(C)OC1. As a reaction SMILES: [C:50]([OH:51])(=[O:52])[O-:53].[CH3:1][C:2]1([CH3:29])[O:3][CH2:4][CH:5]([CH2:8][O:9][c:10]2[c:11]([CH3:28])[c:12]([CH2:17][S:18][c:19]3[n:20][c:21]4[c:22]([nH:23]3)[cH:24][cH:25][cH:26][cH:27]4)[n:13][cH:14][c:15]2[CH3:16])[CH2:6][O:7]1.[CH3:62][c:63]1[cH:64][cH:65][cH:66][cH:67][cH:68]1.[CH3:69][CH2:70][CH2:71][CH2:72][O-:73].[CH3:74][CH2:75][CH2:76][CH2:77][O-:78].[CH3:79][CH2:80][CH2:81][CH2:82][O-:83].[CH3:84][CH2:85][CH2:86][CH2:87][O-:88].[CH:30]([N:31]([CH2:32][CH3:33])[CH:34]([CH3:35])[CH3:36])([CH3:37])[CH3:38].[Hf+4:89].[Na+:54].[Na+:60].[Na+:61].[O-:39][OH:40].[S:55]([O-:56])([O-:57])(=[O:58])=[S:59].[c:41]1([CH:42]([CH3:43])[CH3:44])[cH:45][cH:46][cH:47][cH:48][cH:49]1>>[CH3:1][C:2]1([CH3:29])[O:3][CH2:4][CH:5]([CH2:8][O:9][c:10]2[c:11]([CH3:28])[c:12]([CH2:17][S:18]([c:19]3[nH:20][c:21]4[c:22]([n:23]3)[cH:24][cH:25][cH:26][cH:27]4)=[O:51])[n:13][cH:14][c:15]2[CH3:16])[CH2:6][O:7]1. Starting materials: C1(OC(CC12CCCC2)=O)=O (2-oxaspiro[4.4]nonane-1,3-dione), CCO (EtOH). Conditions: temperature 70 celsius, time 22 hour. Yields the product C(C)OC(CC1(CCCC1)C(=O)O)=O (1-(2-ethoxy-2-oxoethyl)cyclopentanecarboxylic acid). RXN SMILES: [C:1]1(=[O:11])[C:5]2([CH2:9][CH2:8][CH2:7][CH2:6]2)[CH2:4][C:3](=[O:10])[O:2]1.[CH3:12][CH2:13][OH:14]>>[CH2:13]([O:14][C:3](=[O:10])[CH2:4][C:5]1([C:1]([OH:11])=[O:2])[CH2:9][CH2:8][CH2:7][CH2:6]1)[CH3:12]. Procedure details: A solution of 2-oxaspiro[4.4]nonane-1,3-dione (522 mg, 3.39 mmol) in anhydrous EtOH (15 ml) was allowed to stir at 70° C. for 22 hours under nitrogen. The reaction mixture was concentrated to give a crude 1-(2-ethoxy-2-oxoethyl)cyclopentanecarboxylic acid (compound A, 672 mg). The product (86% purity) was used for next step without further purification; 1H NMR (400 MHz, CDCl3) δ ppm 1.24 (t, J=7.2 Hz, 3H) 1.57-1.81 (m, 6H) 2.19-2.25 (m, 2H) 2.69 (s, 2H) 4.12 (q, J=7.2 Hz, 3H) 11.65 (br s, 1H). Starting materials: CCN=C=NCCCN(C)C, C1COCCN1, CN(C)C=O, Cl, [Na+], On1nnc2ccccc21, O=C(O)c1ccc(Br)cc1, O=C([O-])O. The product is O=C(c1ccc(Br)cc1)N1CCOCC1. Reaction SMILES: [CH2:12]([N:13]=[C:14]=[N:15][CH2:16][CH2:17][CH2:18][N:19]([CH3:20])[CH3:21])[CH3:22].[CH2:33]1[CH2:34][O:35][CH2:36][CH2:37][NH:38]1.[CH3:44][N:45]([CH3:46])[CH:47]=[O:48].[ClH:11].[Na+:39].[OH:1][n:2]1[c:3]2[cH:4][cH:5][cH:6][cH:7][c:8]2[n:9][n:10]1.[OH:23][C:24](=[O:25])[c:26]1[cH:27][cH:28][c:29]([Br:30])[cH:31][cH:32]1.[OH:40][C:41](=[O:42])[O-:43]>>[C:24](=[O:25])([c:26]1[cH:27][cH:28][c:29]([Br:30])[cH:31][cH:32]1)[N:38]1[CH2:33][CH2:34][O:35][CH2:36][CH2:37]1. Yields the product O=C1NC(=O)c2c(CCCCC3CNCCO3)cccc21. The reactants are O=C1NC(=O)c2c(CCCCBr)cccc21, C1COCCN1, CCOCC. RXN SMILES: [Br:1][CH2:2][CH2:3][CH2:4][CH2:5][c:6]1[c:7]2[c:8]([cH:14][cH:15][cH:16]1)[C:9](=[O:10])[NH:11][C:12]2=[O:13].[CH2:17]1[CH2:18][O:19][CH2:20][CH2:21][NH:22]1.[CH2:23]([O:24][CH2:25][CH3:26])[CH3:27]>>[CH2:2]([CH2:3][CH2:4][CH2:5][c:6]1[c:7]2[c:8]([cH:14][cH:15][cH:16]1)[C:9](=[O:10])[NH:11][C:12]2=[O:13])[CH:18]1[CH2:17][NH:22][CH2:21][CH2:20][O:19]1. Starting materials: CC1=C(C(=NC=C1)N)[N+](=O)[O-] (4-methyl-3nitro-2-aminopyridine), COC1OC(CC1)OC (2,5-dimethoxytetrahydrofuran). The solvent is CC(=O)O (CH3CO2H). The product is CC1=C(C(=NC=C1)N1C=CC=C1)[N+](=O)[O-] (4-methyl-3-nitro-2-(1-pyrrolyl)pyridine). Isolated yield 90.4%. RXN SMILES: [CH3:1][C:2]1[CH:7]=[CH:6][N:5]=[C:4]([NH2:8])[C:3]=1[N+:9]([O-:11])=[O:10].CO[CH:14]1[CH2:18][CH2:17][CH:16](OC)O1>CC(O)=O>[CH3:1][C:2]1[CH:7]=[CH:6][N:5]=[C:4]([N:8]2[CH:14]=[CH:18][CH:17]=[CH:16]2)[C:3]=1[N+:9]([O-:11])=[O:10]. Procedure details: 11.82 g (0.0581 mol; yield: 90.4%) of a yellow powder, which turns red in air, are obtained by carrying out the reaction in the same way as in Stage B of Example 92 but starting from 9.85 g (0.0643 mol) of 4-methyl-3nitro-2-aminopyridine and using 10.2 g (0.0772 mol; 1.2 eq) of 2,5-dimethoxytetrahydrofuran and 200 cm3 of glacial CH3CO2H, and bringing the solution to reflux for 3 h. The reactants are Ester, Cl (hydrochloric acid), FC(C(C(F)(F)F)OC(C(C)(C)C)=O)(S(=O)(=O)[O-])F.[Na+] (sodium 1,1,3,3,3-pentafluoro-2-(pivaloyloxy)propanesulfonate), [OH-].[Na+] (sodium hydroxide). Run in CO (methanol). Product: FC(C(C(F)(F)F)O)(S(=O)(=O)[O-])F.[Na+] (sodium 1,1,3,3,3-pentafluoro-2-hydroxy-propanesulfonate). Reaction SMILES: [F:1][C:2]([F:19])([S:15]([O-:18])(=[O:17])=[O:16])[CH:3]([O:8]C(=O)C(C)(C)C)[C:4]([F:7])([F:6])[F:5].[Na+:20].[OH-].[Na+].Cl>CO>[F:19][C:2]([F:1])([S:15]([O-:18])(=[O:16])=[O:17])[CH:3]([OH:8])[C:4]([F:5])([F:7])[F:6].[Na+:20] |f:0.1,2.3,6.7|. Procedure: Ester hydrolysis reaction was effected using sodium 1,1,3,3,3-pentafluoro-2-(pivaloyloxy)propanesulfonate, which was prepared according to the formulation described in JP-A 2007-145797, and a sodium hydroxide aqueous solution in methanol. After the completion of reaction, hydrochloric acid was added to turn the reaction system from neutral to weakly acidic. The aqueous solution was directly used in the subsequent reaction.